Dataset: the Open Reaction Database (ORD), a public repository of structured organic reaction records. Task: describe an organic reaction: reactants, conditions, products, and yield The reactants are NC1=CC=C(C#N)C=C1 (p-aminobenzonitrile), C(CCCCCC)C1=CC=C(C=O)C=C1 (p-n-heptylbenzaldehyde), C1(=CC=C(C=C1)S(=O)(=O)O)C (p-toluenesulfonic acid). Run in C1=CC=CC=C1 (benzene). Product: C(CCCCCC)C1=CC=C(C=NC2=CC=C(C#N)C=C2)C=C1 (p-[(p-n-heptylbenzyliden)amino]benzonitrile). As a reaction SMILES: [NH2:1][C:2]1[CH:9]=[CH:8][C:5]([C:6]#[N:7])=[CH:4][CH:3]=1.[CH2:10]([C:17]1[CH:24]=[CH:23][C:20]([CH:21]=O)=[CH:19][CH:18]=1)[CH2:11][CH2:12][CH2:13][CH2:14][CH2:15][CH3:16].C1(C)C=CC(S(O)(=O)=O)=CC=1>C1C=CC=CC=1>[CH2:10]([C:17]1[CH:24]=[CH:23][C:20]([CH:21]=[N:1][C:2]2[CH:9]=[CH:8][C:5]([C:6]#[N:7])=[CH:4][CH:3]=2)=[CH:19][CH:18]=1)[CH2:11][CH2:12][CH2:13][CH2:14][CH2:15][CH3:16]. Reported procedure: A mixture of 5.9 g. of p-aminobenzonitrile and 10.2 g. of p-n-heptylbenzaldehyde in 100 ml. of benzene is treated with 150 mg. of p-toluenesulfonic acid and reacted as described in Example 1. After evaporation, there remain 15.4 g. of a yellow oil which crystallizes with cooling. Purification is carried out by several recrystallizations from isopropanol as described in Example 1. The p-[(p-n-heptylbenzyliden)amino]benzonitrile which is obtained has a melting point of 32.7°-33.0° C. and a clearin... Starting materials: C(CCCCC)N (n-hexylamine), ClCCl (dichloromethane), COC(=O)C=1[C@@H]2[C@@H]([C@@H](OC1)OC(=O)OC1=CC=CC=C1)[C@@]1([C@H](C2)O1)C ((1S,4aS,6S,7R,7aR)-6,7-epoxy-1,4a,5,6,7,7a-hexahydro-7-methyl-1-(phenoxycarbonyloxy)cyclopenta[c]pyrane-4-carboxylic acid methylester). Reaction conditions: time 1 hour. Yields the product COC(=O)C=1[C@@H]2[C@@H]([C@@H](OC1)OC(NCCCCCC)=O)[C@@]1([C@H](C2)O1)C ((1S,4aS,6S,7R,7aR)-6,7-epoxy-1-(n-hexylcarbamoyloxy)-1,4a,5,6,7,7a-hexahydro-7-methylcyclopenta[c]pyrane-4-carboxylic acid methylester). RXN SMILES: [CH2:1]([NH2:7])[CH2:2][CH2:3][CH2:4][CH2:5][CH3:6].ClCCl.[CH3:11][O:12][C:13]([C:15]1[C@H:16]2[CH2:33][C@@H:32]3[O:34][C@:31]3([CH3:35])[C@@H:17]2[C@H:18]([O:21][C:22](OC2C=CC=CC=2)=[O:23])[O:19][CH:20]=1)=[O:14]>CCCCCC.C(OCC)(=O)C>[CH3:11][O:12][C:13]([C:15]1[C@H:16]2[CH2:33][C@@H:32]3[O:34][C@:31]3([CH3:35])[C@@H:17]2[C@H:18]([O:21][C:22](=[O:23])[NH:7][CH2:1][CH2:2][CH2:3][CH2:4][CH2:5][CH3:6])[O:19][CH:20]=1)=[O:14] |f:3.4|. Solvent: CCCCCC.C(C)(=O)OCC (hexane ethyl acetate). Procedure: 0.11 ml of n-hexylamine were added to a dichloromethane solution containing 246 mg of (1S,4aS,6S,7R,7aR)-6,7-epoxy-1,4a,5,6,7,7a-hexahydro-7-methyl-1-(phenoxycarbonyloxy)cyclopenta[c]pyrane-4-carboxylic acid methylester described in Example 10 followed by stirring for 1 hour at room temperature. The reaction mixture was then extracted with dichloromethane. After washing the organic phase with brine, it was dried over anhydrous magnesium sulfate. After distilling off the solvent under reduced pre... The yield is 35.0%. Starting materials: C(C1=CC=CC=C1)OC1=CN(C=CC1=O)C1=CC2=C(NC(=N2)C2=CC=C(C=C2)OC)C=C1 (3-(Benzyloxy)-1-[2-(4-methoxyphenyl)-1H-benzimidazol-5-yl]pyridin-4(1H)-one). Reagents/catalysts: [Pd] (Pd/C). The solvent is CCO (EtOH). Reaction conditions: temperature 60 celsius. The product is OC1=CN(C=CC1=O)C1=CC2=C(NC(=N2)C2=CC=C(C=C2)OC)C=C1 (3-hydroxy-1-[2-(4-methoxyphenyl)-1H-benzimidazol-5-yl]pyridin-4(1H)-one). Reaction SMILES: C([O:8][C:9]1[C:14](=[O:15])[CH:13]=[CH:12][N:11]([C:16]2[CH:32]=[CH:31][C:19]3[NH:20][C:21]([C:23]4[CH:28]=[CH:27][C:26]([O:29][CH3:30])=[CH:25][CH:24]=4)=[N:22][C:18]=3[CH:17]=2)[CH:10]=1)C1C=CC=CC=1>CCO.[Pd]>[OH:8][C:9]1[C:14](=[O:15])[CH:13]=[CH:12][N:11]([C:16]2[CH:32]=[CH:31][C:19]3[NH:20][C:21]([C:23]4[CH:24]=[CH:25][C:26]([O:29][CH3:30])=[CH:27][CH:28]=4)=[N:22][C:18]=3[CH:17]=2)[CH:10]=1. Procedure: 3-(Benzyloxy)-1-[2-(4-methoxyphenyl)-1H-benzimidazol-5-yl]pyridin-4(1H)-one (912 mg, 10 mmol) and 10% Pd/C (100 mg) in EtOH (300 mL) was stirred under an H2 balloon for 3 hours. After this time, LCMS indicated that the reaction was complete. After evacuation and purge with N2 (3×), the EtOH solution was heated at 60° C. for 1 h, filtered, and the catalyst was washed with EtOH (4×50 mL). The combined EtOH solution was concentrated to provide the desired product 3-hydroxy-1-[2-(4-methoxyphenyl)-1H...